Task: describe an organic reaction: reactants, conditions, products, and yield. Dataset: the Open Reaction Database (ORD), a public repository of structured organic reaction records The reactants are CCCC(=O)OCCC(C)c1ccc(OCc2ccccc2)cc1, CO, [H][H]. Product: CCCC(=O)OCCC(C)c1ccc(O)cc1. RXN SMILES: [CH2:3]([c:4]1[cH:5][cH:6][cH:7][cH:8][cH:9]1)[O:10][c:11]1[cH:12][cH:13][c:14]([CH:17]([CH2:18][CH2:19][O:20][C:21]([CH2:22][CH2:23][CH3:24])=[O:25])[CH3:26])[cH:15][cH:16]1.[CH3:27][OH:28].[H:1][H:2]>>[OH:10][c:11]1[cH:12][cH:13][c:14]([CH:17]([CH2:18][CH2:19][O:20][C:21]([CH2:22][CH2:23][CH3:24])=[O:25])[CH3:26])[cH:15][cH:16]1. Product: CN1CCC(C(=O)Cl)CC1. The reactants are ClCCl, CN(C)C=O, CN1CCC(C(=O)O)CC1, O=C(Cl)C(=O)Cl. Reaction SMILES: [CH2:22]([Cl:23])[Cl:24].[CH3:11][N:12]([CH3:13])[CH:14]=[O:15].[CH3:1][N:2]1[CH2:3][CH2:4][CH:5]([C:8](=[O:9])[OH:10])[CH2:6][CH2:7]1.[Cl:16][C:17]([C:18]([Cl:19])=[O:20])=[O:21]>>[CH3:1][N:2]1[CH2:3][CH2:4][CH:5]([C:8](=[O:10])[Cl:16])[CH2:6][CH2:7]1.